Task: describe an organic reaction: reactants, conditions, products, and yield. Dataset: the Open Reaction Database (ORD), a public repository of structured organic reaction records The reactants are [Li]CCCC, CN(C)C=O, CCCCCC, CC(=O)O, CC(C)NC(C)C, N#Cc1ccc(F)cc1F, C1CCOC1, O. The product is N#Cc1ccc(F)c(C=O)c1F. As a reaction SMILES: [CH2:1]([Li:2])[CH2:3][CH2:4][CH3:5].[CH3:23][N:24]([CH:25]=[O:26])[CH3:27].[CH3:28][CH2:29][CH2:30][CH2:31][CH2:32][CH3:33].[CH3:40][C:41](=[O:42])[OH:43].[CH:6]([NH:7][CH:8]([CH3:9])[CH3:10])([CH3:11])[CH3:12].[F:13][c:14]1[c:15]([C:16]#[N:17])[cH:18][cH:19][c:20]([F:22])[cH:21]1.[O:34]1[CH2:35][CH2:36][CH2:37][CH2:38]1.[OH2:39]>>[F:13][c:14]1[c:15]([C:16]#[N:17])[cH:18][cH:19][c:20]([F:22])[c:21]1[CH:25]=[O:26]. The reactants are C(C1=CC=CC=C1)N1CCC(CC1)=O (1-benzyl-4-piperidone), CN (methylamine), Cl (HCl), O1CCOCC1 (dioxane), [BH3-]C#N.[Na+] (NaCNBH3), [OH-].[Na+] (NaOH). The solvent is O (H2O), CO (MeOH). Reaction conditions: time 1 hour. Product: CNC1CCN(CC1)CC1=CC=CC=C1 (4-methylamino-1-benzyl piperidine). Isolated yield 86.6%. As a reaction SMILES: [CH2:1]([N:8]1[CH2:13][CH2:12][C:11](=O)[CH2:10][CH2:9]1)[C:2]1[CH:7]=[CH:6][CH:5]=[CH:4][CH:3]=1.CN.Cl.O1CCOCC1.[BH3-][C:25]#[N:26].[Na+].[OH-].[Na+]>CO.O>[CH3:25][NH:26][CH:11]1[CH2:12][CH2:13][N:8]([CH2:1][C:2]2[CH:7]=[CH:6][CH:5]=[CH:4][CH:3]=2)[CH2:9][CH2:10]1 |f:4.5,6.7|. Procedure details: To a solution of 1-benzyl-4-piperidone (1.9 g, 10 mmol) in MeOH (10 ml) were added methylamine (8 ml, 16 mmol) and 3 Å molecular sieves. After stirring at RT for 1 h, the reaction was cooled in an ice-bath and 4N HCl in dioxane (2.5 ml, 10 mmole) and NaCNBH3 (1.2 g, 20 mmol) were added. The reaction was stirred at RT overnight. After the reaction was complete, H2O was added the pH was adjusted to 10 with 50% NaOH solution. The product was extracted with EtOAc (100 ml, 3×)from aqueous solution an... The reactants are N(=O)[O-].[Na+] (Sodium nitrite), NC=1C(=C(C#N)C(=CN1)Cl)Cl (2-amino-3,5-dichloroisonicotinonitrile), F[B-](F)(F)F.[H+] (tetrafluoroboric acid), resultant mixture. Product: ClC1=C(C#N)C(=CN=C1F)Cl (3,5-dichloro-2-fluoroisonicotinonitrile). Yield: 36.5%. As a reaction SMILES: N([O-])=O.[Na+].N[C:6]1[C:7]([Cl:15])=[C:8]([C:11]([Cl:14])=[CH:12][N:13]=1)[C:9]#[N:10].[F:16][B-](F)(F)F.[H+]>>[Cl:15][C:7]1[C:6]([F:16])=[N:13][CH:12]=[C:11]([Cl:14])[C:8]=1[C:9]#[N:10] |f:0.1,3.4|. Reported procedure: Sodium nitrite (3.17 g, 46.0 mmol) was added in small portions to a suspension of crude 2-amino-3,5-dichloroisonicotinonitrile (4.32 g) in tetrafluoroboric acid (60 mL, 806 mmol) at −10° C. over 1 h. The resultant mixture was stirred at −10° C. for 1 h, carefully quenched with ice and solid Na2CO3 and extracted with ethyl acetate (3×150 mL). The combined organic layers were washed with brine (100 mL), dried (MgSO4), concentrated to ˜20 mL in volume, triturated with dichloromethane (30 mL) and fi... The reactants are C(=C)N1C=NC=C1 (N-vinylimidazole), C(C=C)(=O)OCCCCCCCCCCCC (lauryl acrylate), C(C1=CC=CC=C1)(=O)OOC(C1=CC=CC=C1)=O (dibenzoylperoxide). Run in C1(=CC=CC=C1)C (toluene). Conditions: temperature 60 celsius, time 6 hour. The product is C(=C)N1C=NC=C1.C(C=C)(=O)OCCCCCCCCCCCC (N-vinylimidazole lauryl acrylate). Reaction SMILES: [CH:1]([N:3]1[CH:7]=[CH:6][N:5]=[CH:4]1)=[CH2:2].[C:8]([O:12][CH2:13][CH2:14][CH2:15][CH2:16][CH2:17][CH2:18][CH2:19][CH2:20][CH2:21][CH2:22][CH2:23][CH3:24])(=[O:11])[CH:9]=[CH2:10].C(OOC(=O)C1C=CC=CC=1)(=O)C1C=CC=CC=1>C1(C)C=CC=CC=1>[CH:1]([N:3]1[CH:7]=[CH:6][N:5]=[CH:4]1)=[CH2:2].[C:8]([O:12][CH2:13][CH2:14][CH2:15][CH2:16][CH2:17][CH2:18][CH2:19][CH2:20][CH2:21][CH2:22][CH2:23][CH3:24])(=[O:11])[CH:9]=[CH2:10] |f:4.5|. Procedure details: 23.5 gm (0.25 mol) of N-vinylimidazole and 179.75 gm (0.75 mol) of lauryl acrylate were dissolved in 480 gm of toluene. 4 gm of dibenzoylperoxide were added as a catalyst to the solution obtained. The reaction mixture was agitated for 6 hours at 60° C. After the reaction had been completed, the solvent was distilled off and the product was washed a few times with methanol. 162 gm, that is 80% of theory, of N-vinylimidazole/lauryl acrylate copolymer (1:3) were obtained. Starting materials: Cl (HCl), Cl.Cl.NCCSSCCN (cystamine dihydrochloride), [OH-].[Na+] (NaOH), N(=[N+]=[N-])C1=CC=C(C=C1)S(=O)(=O)NCCSSCCNC(CCC(=O)ON1C(CCC1=O)=O)=O (N-(p-azidobenzenesulfonyl)-N'-(3 -succinimidyloxycarbonyl-propionyl)cystamine), C1(CCC(=O)O1)=O (succinic anhydride). Solvent: O (water). Run at time 5 hour. The product is N(=[N+]=[N-])C1=CC=C(C=C1)S(=O)(=O)NCCSSCCNC(CCC(=O)O)=O (N-(p-azidobenzenesulfonyl)-N'-(3-carboxypropionyl)cystamine). RXN SMILES: Cl.Cl.NCCSSCCN.[OH-].[Na+].[N:13]([C:16]1[CH:21]=[CH:20][C:19]([S:22]([NH:25][CH2:26][CH2:27][S:28][S:29][CH2:30][CH2:31][NH:32][C:33](=[O:46])[CH2:34][CH2:35][C:36]([O:38]N2C(=O)CCC2=O)=[O:37])(=[O:24])=[O:23])=[CH:18][CH:17]=1)=[N+:14]=[N-:15].C1(=O)OC(=O)CC1.Cl>O>[N:13]([C:16]1[CH:21]=[CH:20][C:19]([S:22]([NH:25][CH2:26][CH2:27][S:28][S:29][CH2:30][CH2:31][NH:32][C:33](=[O:46])[CH2:34][CH2:35][C:36]([OH:38])=[O:37])(=[O:24])=[O:23])=[CH:18][CH:17]=1)=[N+:14]=[N-:15] |f:0.1.2,3.4|. Procedure: 2.2 g of cystamine dihydrochloride were dissolved in 20 ml of water and adjusted to pH 10 with NaOH. 2.1 g of p-azidobenzenesulfochloride were suspended in the solution and the mixture was stirred at room temperature for 5 hours. The precipitated N-(p-azidobenzenesulfonyl)cystamine was reacted with 2 g of succinic anhydride and stirred overnight. The resulting solution was acidified with HCl and the product was subsequently filtered off and washed with water. The residue was dried at room temper... The reactants are O=C([O-])[O-], Clc1cc(Cl)cc(I)c1, [Cu]I, [K+], [K+], COc1ccc(C(=O)Nc2ccccc2)cc1N. Yields the product COc1ccc(C(=O)Nc2ccccc2)cc1Nc1cc(Cl)cc(Cl)c1. As a reaction SMILES: [C:28](=[O:29])([O-:30])[O-:31].[Cl:19][c:20]1[cH:21][c:22]([I:27])[cH:23][c:24]([Cl:26])[cH:25]1.[Cu:34][I:35].[K+:32].[K+:33].[NH2:1][c:2]1[cH:3][c:4]([C:5](=[O:6])[NH:7][c:8]2[cH:9][cH:10][cH:11][cH:12][cH:13]2)[cH:14][cH:15][c:16]1[O:17][CH3:18]>>[NH:1]([c:2]1[cH:3][c:4]([C:5](=[O:6])[NH:7][c:8]2[cH:9][cH:10][cH:11][cH:12][cH:13]2)[cH:14][cH:15][c:16]1[O:17][CH3:18])[c:22]1[cH:21][c:20]([Cl:19])[cH:25][c:24]([Cl:26])[cH:23]1. Starting materials: FC(C(C(=O)OCC)=O)(F)F (ethyl 3,3,3-trifluoro-2-oxopropanoate), C(N)(OCC1=CC=CC=C1)=O (benzyl carbamate). Solvent: ClCCl (dichloromethane). Reaction conditions: time 2 day. Product: C(C1=CC=CC=C1)OC(=O)N[C@@](C(F)(F)F)(C(=O)OCC)O (ethyl N-[(benzyloxy)carbonyl]-3,3,3-trifluoro-2-hydroxyalaninate). RXN SMILES: [F:1][C:2]([F:11])([F:10])[C:3](=[O:9])[C:4]([O:6][CH2:7][CH3:8])=[O:5].[C:12](=[O:22])([O:14][CH2:15][C:16]1[CH:21]=[CH:20][CH:19]=[CH:18][CH:17]=1)[NH2:13]>ClCCl>[CH2:15]([O:14][C:12]([NH:13][C@:3]([OH:9])([C:4]([O:6][CH2:7][CH3:8])=[O:5])[C:2]([F:10])([F:11])[F:1])=[O:22])[C:16]1[CH:21]=[CH:20][CH:19]=[CH:18][CH:17]=1. Procedure: To a solution of ethyl 3,3,3-trifluoro-2-oxopropanoate (1500 g, 8.82 mol) in dichloromethane (5000 mL) was added benzyl carbamate (1330 g, 8.82 mol). After 2 days, the reaction mixture was filtered to afford ethyl N-[(benzyloxy)carbonyl]-3,3,3-trifluoro-2-hydroxyalaninate. The material was used without further purification.